From a dataset of the Open Reaction Database (ORD), a public repository of structured organic reaction records. describe an organic reaction: reactants, conditions, products, and yield Starting materials: COCCNCCOC=1C=C2C=C(NC2=CC1)C=1C(NC2=CC=CC=C2C1)=O (3-(5-{2-[(2-methoxyethyl)amino]ethoxy}-1H-indol-2-yl)-2(1H)-quinolinone), COC1=NC=C(C=N1)C=O (2-methoxypyrimidine-5-carboxaldehyde), C(C)(=O)O[BH-](OC(C)=O)OC(C)=O.[Na+] (sodium triacetoxyborohydride). The solvent is ClCCCl (DCE). Yields the product COCCN(CCOC=1C=C2C=C(NC2=CC1)C=1C(NC2=CC=CC=C2C1)=O)CC=1C=NC(=NC1)OC (3-[5-(2-{(2-methoxyethyl)[(2-methoxy-5-pyrimidinyl)methyl]amino}ethoxy)-1H-indol-2-yl]-2(1H)-quinolinone). Reaction SMILES: [CH3:1][O:2][CH2:3][CH2:4][NH:5][CH2:6][CH2:7][O:8][C:9]1[CH:10]=[C:11]2[C:15](=[CH:16][CH:17]=1)[NH:14][C:13]([C:18]1[C:19](=[O:28])[NH:20][C:21]3[C:26]([CH:27]=1)=[CH:25][CH:24]=[CH:23][CH:22]=3)=[CH:12]2.[CH3:29][O:30][C:31]1[N:36]=[CH:35][C:34]([CH:37]=O)=[CH:33][N:32]=1.C(O[BH-](OC(=O)C)OC(=O)C)(=O)C.[Na+]>ClCCCl>[CH3:1][O:2][CH2:3][CH2:4][N:5]([CH2:37][C:34]1[CH:33]=[N:32][C:31]([O:30][CH3:29])=[N:36][CH:35]=1)[CH2:6][CH2:7][O:8][C:9]1[CH:10]=[C:11]2[C:15](=[CH:16][CH:17]=1)[NH:14][C:13]([C:18]1[C:19](=[O:28])[NH:20][C:21]3[C:26]([CH:27]=1)=[CH:25][CH:24]=[CH:23][CH:22]=3)=[CH:12]2 |f:2.3|. Reported procedure: A solution of 3-(5-{2-[(2-methoxyethyl)amino]ethoxy}-1H-indol-2-yl)-2(1H)-quinolinone 2-1 (150 mg, 0.4 mmol), 2-methoxypyrimidine-5-carboxaldehyde (110 mg, 0.8 mmol) and sodium triacetoxyborohydride (168 mg, 0.8 mmol) in DCE (25 mL) was stirred under ambient conditions for 18 hours. The reaction mixture was concentrated, and the residue was partitioned between EtOAc and saturated NaHCO3 solution. The organic layer was washed with brine, dried over MgSO4 and concentrated. The residue was suspende... Starting materials: CNC(=O)NC, Nc1cc(F)ccc1C(=O)O, O. Product: CNC(=O)c1ccc(F)cc1N. As a reaction SMILES: [CH3:12][NH:13][C:14]([NH:15][CH3:16])=[O:17].[NH2:1][c:2]1[c:3]([C:4](=[O:5])[OH:6])[cH:7][cH:8][c:9]([F:11])[cH:10]1.[OH2:18]>>[NH2:1][c:2]1[c:3]([C:4](=[O:5])[NH:13][CH3:12])[cH:7][cH:8][c:9]([F:11])[cH:10]1. Starting materials: ClC=1C=C(C=CC1)C(C(=O)C(C(=O)OCC)C(=O)OCC)(C)C (Diethyl 2-(2-(3-chlorophenyl)-2-methylpropanoyl)malonate), OS(=O)(=O)O (H2SO4). Conditions: time 45 minute. Product: ClC1=CC=C2C(=C(C(C(C2=C1)(C)C)=O)C(=O)OCC)O (Ethyl 7-chloro-4-hydroxy-1,1-dimethyl-2-oxo-naphthalene-3-carboxylate). The yield is 50.9%. Reaction SMILES: [Cl:1][C:2]1[CH:3]=[C:4]([C:8]([CH3:23])([CH3:22])[C:9]([CH:11]([C:17](OCC)=[O:18])[C:12]([O:14][CH2:15][CH3:16])=[O:13])=[O:10])[CH:5]=[CH:6][CH:7]=1.OS(O)(=O)=O>>[Cl:1][C:2]1[CH:3]=[C:4]2[C:5]([C:17]([OH:18])=[C:11]([C:12]([O:14][CH2:15][CH3:16])=[O:13])[C:9](=[O:10])[C:8]2([CH3:22])[CH3:23])=[CH:6][CH:7]=1. Procedure details: Diethyl 2-(2-(3-chlorophenyl)-2-methylpropanoyl)malonate (8.76 g, 26 mmol) was added to H2SO4 (60 mL, 710 mmol), and the mixture was stirred at room temperature for 45 minutes. Ice (H2O) was added, and the aqueous mixture was extracted with EtOAc (2×). The combined organic layers were washed with water (2×) and brine, dried (MgSO4), and concentrated in vacuo to give the crude compound as an orange oil. The crude oil was purified by silica flash chromatography (0-50% DCM/hexane) to give the desir... The reactants are CN1CC2=CC(=CC=C2C(C1=O)(SC1=CC=CC=C1)C1=CC(=CC(=C1)Cl)Cl)OC (2-methyl-4-(3,5-dichlorophenyl)-4-(phenylsulfanyl)-7-methoxy-1,4-dihydro-3(2H)-isoquinolone), [BH4-].[Na+] (Sodium borohydride). The reagents and catalysts are O.O.O.O.O.O.[Ni](Cl)Cl (nickel chloride hexahydrate). Run in CO.O1CCCC1 (methanol tetrahydrofuran). Yields the product CN1CC2=CC(=CC=C2C(C1=O)C1=CC(=CC(=C1)Cl)Cl)OC (2-methyl-4-(3,5-dichlorophenyl)-7-methoxy-1,4-dihydro-3(2H)-isoquinolinone). RXN SMILES: [CH3:1][N:2]1[C:11](=[O:12])[C:10]([C:20]2[CH:25]=[C:24]([Cl:26])[CH:23]=[C:22]([Cl:27])[CH:21]=2)(SC2C=CC=CC=2)[C:9]2[C:4](=[CH:5][C:6]([O:28][CH3:29])=[CH:7][CH:8]=2)[CH2:3]1.[BH4-].[Na+]>CO.O1CCCC1.O.O.O.O.O.O.[Ni](Cl)Cl>[CH3:1][N:2]1[C:11](=[O:12])[CH:10]([C:20]2[CH:25]=[C:24]([Cl:26])[CH:23]=[C:22]([Cl:27])[CH:21]=2)[C:9]2[C:4](=[CH:5][C:6]([O:28][CH3:29])=[CH:7][CH:8]=2)[CH2:3]1 |f:1.2,3.4,5.6.7.8.9.10.11|. Procedure details: A solution of 2-methyl-4-(3,5-dichlorophenyl)-4-(phenylsulfanyl)-7-methoxy-1,4-dihydro-3(2H)-isoquinolone (1.0 g) and nickel chloride hexahydrate (3.8 g) in methanol-tetrahydrofuran (3:1, 50 ml) was cooled to 0° C. Sodium borohydride (0.66 g) was added in small portions during 30 minutes at a temperature not exceeding 5° C. The slurry was filtered and the filtrate concentrated to dryness. The residue was partitioned between dichloromethane (200 ml) and aqueous sodium hydroxide (2M, 200 ml). The ...